From a dataset of the Open Reaction Database (ORD), a public repository of structured organic reaction records. describe an organic reaction: reactants, conditions, products, and yield Starting materials: O=C([O-])[O-], COCCOC, Clc1ccn2c(-c3ccnc(Cl)c3)cnc2c1, [Na+], [Na+], O, Cl[Pd]Cl, OB(O)c1ccccc1, c1ccc(P(c2ccccc2)c2ccccc2)cc1, c1ccc(P(c2ccccc2)c2ccccc2)cc1. As a reaction SMILES: [C:28](=[O:29])([O-:30])[O-:31].[CH3:34][O:35][CH2:36][CH2:37][O:38][CH3:39].[Cl:1][c:2]1[cH:3][c:4]2[n:5]([cH:6][cH:7]1)[c:8](-[c:11]1[cH:12][c:13]([Cl:17])[n:14][cH:15][cH:16]1)[cH:9][n:10]2.[Na+:32].[Na+:33].[OH2:27].[Pd:40]([Cl:41])[Cl:42].[c:18]1([B:24]([OH:25])[OH:26])[cH:19][cH:20][cH:21][cH:22][cH:23]1.[c:43]1([P:44]([c:45]2[cH:46][cH:47][cH:48][cH:49][cH:50]2)[c:51]2[cH:52][cH:53][cH:54][cH:55][cH:56]2)[cH:57][cH:58][cH:59][cH:60][cH:61]1.[c:62]1([P:63]([c:64]2[cH:65][cH:66][cH:67][cH:68][cH:69]2)[c:70]2[cH:71][cH:72][cH:73][cH:74][cH:75]2)[cH:76][cH:77][cH:78][cH:79][cH:80]1>>[Cl:1][c:2]1[cH:3][c:4]2[n:5]([cH:6][cH:7]1)[c:8](-[c:11]1[cH:12][c:13](-[c:18]3[cH:19][cH:20][cH:21][cH:22][cH:23]3)[n:14][cH:15][cH:16]1)[cH:9][n:10]2. The product is Clc1ccn2c(-c3ccnc(-c4ccccc4)c3)cnc2c1. The reactants are ClC1=CC(=NC(=C1[N+](=O)[O-])Cl)N1CCOCC1 (4-(4,6-dichloro-5-nitropyridin-2-yl)-morpholine), C[O-].[Na+] (sodium methoxide). Run in CO (methanol). Run at temperature 65 celsius. Yields the product ClC1=CC(=NC(=C1[N+](=O)[O-])OC)N1CCOCC1 (4-(4-chloro-6-methoxy-5-nitropyridin-2-yl)-morpholine). The yield is 44.8%. As a reaction SMILES: [Cl:1][C:2]1[C:7]([N+:8]([O-:10])=[O:9])=[C:6](Cl)[N:5]=[C:4]([N:12]2[CH2:17][CH2:16][O:15][CH2:14][CH2:13]2)[CH:3]=1.[CH3:18][O-:19].[Na+]>CO>[Cl:1][C:2]1[C:7]([N+:8]([O-:10])=[O:9])=[C:6]([O:19][CH3:18])[N:5]=[C:4]([N:12]2[CH2:17][CH2:16][O:15][CH2:14][CH2:13]2)[CH:3]=1 |f:1.2|. Reported procedure: To a solution of 4-(4,6-dichloro-5-nitropyridin-2-yl)-morpholine (2.02 g) in methanol (15 ml) was added sodium methoxide (0.98 g) and the mixture was heated for 16 hours at 65° C. After cooling to ambient temperature the reaction mixture was concentrated in vacuo. The crude product was subjected to flash chromatography (SiO2, heptane/ethylacetate 3:1) to furnish 0.89 g (45% yield) of 4-(4-chloro-6-methoxy-5-nitropyridin-2-yl)-morpholine (fast eluting band) and 0.38 g (19%) of 4-(6-chloro-4-metho... The reactants are 9, C(C)(C)(C)OC(=O)N1CCN(CC1)C1=NNC(=C1C#N)N=CN(C)C (N′-[3-(4-tert-butoxycarbonyl-piperazin-1 -yl)-4-cyano-1H-pyrazol-5-yl]-N,N-dimethyl-formamidine), Cl.ClC=1C=C(N)C=CC1 (3-chloro-aniline hydrochloride). The solvent is CO (methanol). Yields the product ClC=1C=C(C=CC1)NC1=C2C(=NC=N1)NN=C2N2CCN(CC2)C(=O)OC(C)(C)C (4-(3-chloro-phenylamino)-3-(4-tert-butyloxycarbonyl-piperazin-1-yl)-1H-pyrazolo[3,4-d]pyrimidine). RXN SMILES: [C:1]([O:5][C:6]([N:8]1[CH2:13][CH2:12][N:11]([C:14]2[C:18]([C:19]#[N:20])=[C:17]([N:21]=[CH:22][N:23](C)C)[NH:16][N:15]=2)[CH2:10][CH2:9]1)=[O:7])([CH3:4])([CH3:3])[CH3:2].Cl.[Cl:27][C:28]1[CH:29]=[C:30]([CH:32]=[CH:33][CH:34]=1)N>CO>[Cl:27][C:28]1[CH:34]=[C:33]([NH:20][C:19]2[N:23]=[CH:22][N:21]=[C:17]3[NH:16][N:15]=[C:14]([N:11]4[CH2:10][CH2:9][N:8]([C:6]([O:5][C:1]([CH3:4])([CH3:3])[CH3:2])=[O:7])[CH2:13][CH2:12]4)[C:18]=23)[CH:32]=[CH:30][CH:29]=1 |f:1.2|. Reported procedure: With the exclusion of air, 16.2 9 (46.6 mmol) of N′-[3-(4-tert-butoxycarbonyl-piperazin-1 -yl)-4-cyano-1H-pyrazol-5-yl]-N,N-dimethyl-formamidine in 130 ml methanol are heated to boiling with 11.47 g (70 mmol) of 3-chloro-aniline hydrochloride. After 9 hours the reaction mixture is cooled, filtered and washed with methanol and DIPE. Stirring the crude product in boiling ethanol, cooling and filtration yield 4-(3-chloro-phenylamino)-3-(4-tert-butyloxycarbonyl-piperazin-1-yl)-1H-pyrazolo[3,4-d]pyri... The reactants are FC1=C(C=2CCC(N3C=C(C(C(C23)=C1)=O)C(=O)O)C)N1C=CC=C1 (6,7-dihydro-9-fluoro-5-methyl-1-oxo-8-(1-pyrryl)-1H,5H-benzo[ij]quinolizine-2-carboxylic acid). The reagents and catalysts are [Pd] (palladium on charcoal). Run in FC(C(=O)O)(F)F (trifluoroacetic acid). Reaction conditions: time 2 hour. Yields the product FC1=C(C=2CCC(N3C=C(C(C(C23)=C1)=O)C(=O)O)C)N1CCCC1 (6,7-dihydro-9-fluoro-5-methyl-1-oxo-8-(1-pyrrolidyl)-1H,5H-benzo[ij]quinolizine-2-carboxylic acid). As a reaction SMILES: [F:1][C:2]1[CH:14]=[C:12]2[C:13]3[N:8]([CH:9]=[C:10]([C:16]([OH:18])=[O:17])[C:11]2=[O:15])[CH:7]([CH3:19])[CH2:6][CH2:5][C:4]=3[C:3]=1[N:20]1[CH:24]=[CH:23][CH:22]=[CH:21]1>FC(F)(F)C(O)=O.[Pd]>[F:1][C:2]1[CH:14]=[C:12]2[C:13]3[N:8]([CH:9]=[C:10]([C:16]([OH:18])=[O:17])[C:11]2=[O:15])[CH:7]([CH3:19])[CH2:6][CH2:5][C:4]=3[C:3]=1[N:20]1[CH2:21][CH2:22][CH2:23][CH2:24]1. Procedure: To a solution of 3.6 g of 6,7-dihydro-9-fluoro-5-methyl-1-oxo-8-(1-pyrryl)-1H,5H-benzo[ij]quinolizine-2-carboxylic acid in 50 ml of trifluoroacetic acid was added 2.0 g ten percent palladium on charcoal. The mixture was hydrogenated on a Paar apparatus for two hours at 50 psi at 50° C. The mixture was filtered, and the filtrate was evaporated. The residue was mixed with 50 ml of water and the pH adjusted to 5 by the addition of ten percent sodium hydroxide solution and acetic acid. The precipita... Starting materials: COC=1C=CC=2C(=C(OC2)CO)C1 (6-methoxy-2-benzofuranmethanol), O=S(Cl)Cl (SOCl2), CC1=CC=C(CC2(CCNCC2)O)C=C1 (4-(4-methyl-benzyl)-piperidin-4-ol). Solvent: O1CCOCC1 (dioxan). Run at time 1.5 hour. Yields the product COC1=CC2=C(C=C(O2)CN2CCC(CC2)(O)CC2=CC=C(C=C2)C)C=C1 (1-(6-methoxy-benzofuran-2-ylmethyl)-4-(4-methyl-benzyl)-piperidin-4-ol). Isolated yield 76.6%. Reaction SMILES: [CH3:1][O:2][C:3]1[CH:4]=[CH:5][C:6]2[C:7]([CH:13]=1)=[C:8]([CH2:11]O)[O:9][CH:10]=2.O=S(Cl)Cl.[CH3:18][C:19]1[CH:32]=[CH:31][C:22]([CH2:23][C:24]2([OH:30])[CH2:29][CH2:28][NH:27][CH2:26][CH2:25]2)=[CH:21][CH:20]=1>O1CCOCC1>[CH3:1][O:2][C:3]1[CH:4]=[CH:5][C:6]2[CH:7]=[C:8]([CH2:11][N:27]3[CH2:28][CH2:29][C:24]([CH2:23][C:22]4[CH:21]=[CH:20][C:19]([CH3:18])=[CH:32][CH:31]=4)([OH:30])[CH2:25][CH2:26]3)[O:9][C:10]=2[CH:13]=1. Procedure details: To a solution of 6-methoxy-2-benzofuranmethanol (89 mg, 0.5 mmol) in dioxan (3 ml) at room temperature was added dropwise SOCl2 (0.11 ml, 1.5 mmol). After 1.5 hr, the reaction mixture was concentrated at room temperature under high vacuum. The residue was dissolved in dioxan (3 ml) and treated with 4-(4-methyl-benzyl)-piperidin-4-ol (225 mg, 1.1 mmol). After stirring 17 hr at room temperature, the solvent was evaporated. The residue was taken up in H2O (4 ml) and extracted with CH2Cl2 (6×4 ml). ... Reactants: FB(F)F, CC(C)(C)Sc1ccc(C(C)(C)C)cc1, O=P(O)(O)O, Sc1ccccc1. The product is CC(C)(C)c1ccc(S)cc1. As a reaction SMILES: [B:28]([F:29])([F:30])[F:31].[C:1]([CH3:2])([CH3:3])([CH3:4])[c:5]1[cH:6][cH:7][c:8]([S:11][C:12]([CH3:13])([CH3:14])[CH3:15])[cH:9][cH:10]1.[P:23](=[O:24])([OH:25])([OH:26])[OH:27].[SH:16][c:17]1[cH:18][cH:19][cH:20][cH:21][cH:22]1>>[C:1]([CH3:2])([CH3:3])([CH3:4])[c:5]1[cH:6][cH:7][c:8]([SH:11])[cH:9][cH:10]1.